From a dataset of the Open Reaction Database (ORD), a public repository of structured organic reaction records. describe an organic reaction: reactants, conditions, products, and yield The reactants are C1(=CC=CC=C1)NN (phenylhydrazine), C(C)(C)C1=CC=C(C(=O)Cl)C=C1 (p-isopropylbenzoyl chloride). The solvent is N1=CC=CC=C1 (pyridine). Run at time 37 hour. Yields the product C1(=CC=CC=C1)N(N)C(C1=CC=C(C=C1)C(C)C)=O (p-isopropylbenzoic acid phenylhydrazide). The yield is 84.8%. RXN SMILES: [C:1]1([NH:7][NH2:8])[CH:6]=[CH:5][CH:4]=[CH:3][CH:2]=1.[CH:9]([C:12]1[CH:20]=[CH:19][C:15]([C:16](Cl)=[O:17])=[CH:14][CH:13]=1)([CH3:11])[CH3:10]>N1C=CC=CC=1>[C:1]1([N:7]([C:16](=[O:17])[C:15]2[CH:19]=[CH:20][C:12]([CH:9]([CH3:10])[CH3:11])=[CH:13][CH:14]=2)[NH2:8])[CH:6]=[CH:5][CH:4]=[CH:3][CH:2]=1. Procedure: To a solution of 35.0 g. (0.323 mole) phenylhydrazine in 300 ml. pyridine, cooled to about 5° to 8° C., was added 54.8 g. (0.30 mole) p-isopropylbenzoyl chloride. This reaction mixture was set aside for 37 hrs. at about 25° C. The mixture was then poured into 1500 ml. ice-water and the solids that separated were collected on a filter and washed with water. After recrystallization from 850 ml. ethanol, there was obtained 64.7 g. (84.8% yield) of p-isopropylbenzoic acid phenylhydrazide melting at ... Reactants: ClC=1C=C(C=CC1Cl)C(CC=O)C1N(C(C2=CC(=CC=C12)OC(C)=O)=O)C (3-(3,4-Dichlorophenyl)-3-(5-acetoxy-2-methyl-3-oxo-2,3-dihydro-1H-isoindol-1-yl)propionaldehyde), O=C1N(CCCN1)C1CCNCC1 (4-(2-oxoperhydropyrimidine-1-yl)piperidine). Product: Cl.ClC=1C=C(C=CC1Cl)C(CCN1CCC(CC1)N1C(NCCC1)=O)C1N(C(C2=CC(=CC=C12)OC(C)=O)=O)C (3-[1-(3,4-Dichlorophenyl)-3-(4-(2-oxoperhydropyrimidine-1-yl)piperidino)propyl]-6-acetoxy-2-methyl-2,3-dihydroisoindol-1-one hydrochloride). The yield is 95.1%. RXN SMILES: [Cl:1][C:2]1[CH:3]=[C:4]([CH:9]([CH:13]2[C:21]3[C:16](=[CH:17][C:18]([O:22][C:23](=[O:25])[CH3:24])=[CH:19][CH:20]=3)[C:15](=[O:26])[N:14]2[CH3:27])[CH2:10][CH:11]=O)[CH:5]=[CH:6][C:7]=1[Cl:8].[O:28]=[C:29]1[NH:34][CH2:33][CH2:32][CH2:31][N:30]1[CH:35]1[CH2:40][CH2:39][NH:38][CH2:37][CH2:36]1>>[ClH:1].[Cl:1][C:2]1[CH:3]=[C:4]([CH:9]([CH:13]2[C:21]3[C:16](=[CH:17][C:18]([O:22][C:23](=[O:25])[CH3:24])=[CH:19][CH:20]=3)[C:15](=[O:26])[N:14]2[CH3:27])[CH2:10][CH2:11][N:38]2[CH2:39][CH2:40][CH:35]([N:30]3[CH2:31][CH2:32][CH2:33][NH:34][C:29]3=[O:28])[CH2:36][CH2:37]2)[CH:5]=[CH:6][C:7]=1[Cl:8] |f:2.3|. Procedure details: 3-(3,4-Dichlorophenyl)-3-(5-acetoxy-2-methyl-3-oxo-2,3-dihydro-1H-isoindol-1-yl)propionaldehyde (0.35 g) was coupled to 4-(2-oxoperhydropyrimidine-1-yl)piperidine (0.135 g) by a method similar to that described in Example 8. The reaction product was not purified by chromatography but converted to the corresponding hydrochloride salt as described in the Example 8 to afford the title compound (0.25 g); mp 190°-200° C.; MS: m/z=573(M+1); NMR(CD3SOCD3): 1.63 (broad,6), 2.14 (broad,3), 2.27 (s,3), 2.... The reactants are CCO, O=C1c2ccccc2C(=O)N1OC1CCN(S(=O)(=O)c2ccc(OC(F)(F)F)cc2)CC1, NN, O. Product: NOC1CCN(S(=O)(=O)c2ccc(OC(F)(F)F)cc2)CC1. Reaction SMILES: [CH3:36][CH2:37][OH:38].[F:4][C:5]([O:6][c:7]1[cH:8][cH:9][c:10]([S:13](=[O:14])(=[O:15])[N:16]2[CH2:17][CH2:18][CH:19]([O:22][N:23]3[C:24](=[O:25])[c:26]4[c:27]([cH:28][cH:29][cH:30][cH:31]4)[C:32]3=[O:33])[CH2:20][CH2:21]2)[cH:11][cH:12]1)([F:34])[F:35].[NH2:2][NH2:3].[OH2:1]>>[F:4][C:5]([O:6][c:7]1[cH:8][cH:9][c:10]([S:13](=[O:14])(=[O:15])[N:16]2[CH2:17][CH2:18][CH:19]([O:22][NH2:23])[CH2:20][CH2:21]2)[cH:11][cH:12]1)([F:34])[F:35]. Starting materials: C(C(C)(C)C)(=O)NC=1N=C(C2=C(N1)N=CC(=C2)C#CC2=CC=C(C=C2)C(=O)O)O (2-pivaloylamino-4-hydroxy-6-(4-carboxyphenylethynyl)pyrido[2,3-d]pyrimidine), FC(C(=O)O)(F)F (trifluoroacetic acid). Reagents/catalysts: [Pt]=O (platinum oxide). Run at time 24 hour. Product: C(C(C)(C)C)(=O)NC=1N=C(C2=C(N1)NCC(C2)CCC2CCC(CC2)C(=O)O)O (2-pivaloylamino-4-hydroxy-6-[2-(4-carboxycyclohex-1-yl)ethyl]-5,6,7,8-tetrahydropyrido[2,3-d]pyrimidine). Reaction SMILES: [C:1]([NH:7][C:8]1[N:9]=[C:10]([OH:29])[C:11]2[CH:17]=[C:16]([C:18]#[C:19][C:20]3[CH:25]=[CH:24][C:23]([C:26]([OH:28])=[O:27])=[CH:22][CH:21]=3)[CH:15]=[N:14][C:12]=2[N:13]=1)(=[O:6])[C:2]([CH3:5])([CH3:4])[CH3:3].FC(F)(F)C(O)=O>[Pt]=O>[C:1]([NH:7][C:8]1[N:9]=[C:10]([OH:29])[C:11]2[CH2:17][CH:16]([CH2:18][CH2:19][CH:20]3[CH2:21][CH2:22][CH:23]([C:26]([OH:28])=[O:27])[CH2:24][CH2:25]3)[CH2:15][NH:14][C:12]=2[N:13]=1)(=[O:6])[C:2]([CH3:4])([CH3:5])[CH3:3]. Reported procedure: Five grams of 2-pivaloylamino-4-hydroxy-6-(4-carboxyphenylethynyl)pyrido[2,3-d]pyrimidine described in European Pat. Application No. 87308921.3) and 1.60 g. of platinum oxide in 200mL. of trifluoroacetic acid were hydrogenated in a Parr apparatus at ambient temperature and 60 psi for 24 hours. Removal of the catalyst by filtration and concentration of the filtrate yielded 2-pivaloylamino-4-hydroxy-6-[2-(4-carboxycyclohex-1-yl)ethyl]-5,6,7,8-tetrahydropyrido[2,3-d]pyrimidine as a white solid whic... The product is N12CC(C(CC1)CC2)OC(NC2=CC=C(C=C2)Br)=O (N-(4-Bromophenyl)carbamic Acid 1-azabicyclo[2.2.2]octan-3-yl Ester). Reaction SMILES: [N:1]12[CH2:8][CH2:7][CH:4]([CH2:5][CH2:6]1)[CH:3]([OH:9])[CH2:2]2.[Br:10][C:11]1[CH:16]=[CH:15][C:14]([N:17]=[C:18]=[O:19])=[CH:13][CH:12]=1>>[N:1]12[CH2:8][CH2:7][CH:4]([CH2:5][CH2:6]1)[CH:3]([O:9][C:18](=[O:19])[NH:17][C:14]1[CH:15]=[CH:16][C:11]([Br:10])=[CH:12][CH:13]=1)[CH2:2]2. Isolated yield 60.0%. The reactants are N12CC(C(CC1)CC2)O (3-Quinuclidinol), BrC1=CC=C(C=C1)N=C=O (4-bromophenyl isocyanate). Procedure: 3-Quinuclidinol and 4-bromophenyl isocyanate were used. Filtration of the precipitated solid from the cooled reaction mixture afforded the title compound (60%) as a white solid: mp 217.5-219.5° C.; FAB LRMS m /z (relative intensity, %)328(16), 327 ([MH+ with Br81 ], 100), 326(16), 325 ([MH+ with Br79 ], 100). The reactants are OC1(CCSC2=C1C=CC=C2)C(=O)OCC (ethyl 3,4-dihydro-4-hydroxy-2H-1-benzothiopyran-4-carboxylate). The solvent is C1(=CC=CC=C1)C (toluene). Yields the product S1CC=C(C2=C1C=CC=C2)C(=O)OCC (Ethyl 2H-1-benzothiopyran-4-carboxylate). Yield: 104.1%. As a reaction SMILES: O[C:2]1([C:12]([O:14][CH2:15][CH3:16])=[O:13])[C:7]2[CH:8]=[CH:9][CH:10]=[CH:11][C:6]=2[S:5][CH2:4][CH2:3]1>C1(C)C=CC=CC=1>[S:5]1[C:6]2[CH:11]=[CH:10][CH:9]=[CH:8][C:7]=2[C:2]([C:12]([O:14][CH2:15][CH3:16])=[O:13])=[CH:3][CH2:4]1. Procedure details: In a manner similar to that described in Example 15, ethyl 3,4-dihydro-4-hydroxy-2H-1-benzothiopyran-4-carboxylate (16 g) was dehydrated in refluxing toluene to give in quantitative yield after chromatography the title compound as a mobil oil (15.4 g).